From a dataset of the Open Reaction Database (ORD), a public repository of structured organic reaction records. describe an organic reaction: reactants, conditions, products, and yield Reactants: BrC=1C=C(SC1)C1=NNC=C1 (3-(4-Bromo-2-thienyl)-1H-pyrazole), C(C)I (ethyl iodide), O (Water), [H-].[Na+] (Sodium hydride). The solvent is CN(C=O)C (N,N-dimethylformamide), CC(C)(C)OC (MTBE). Reaction conditions: temperature 0 celsius, time 15 minute. Product: BrC=1C=C(SC1)C1=NN(C=C1)CC (3-(4-bromo-2-thienyl)-1-ethyl-1H-pyrazole), BrC=1C=C(SC1)C1=CC=NN1CC (5-(4-bromo-2-thienyl)-1-ethyl-1H-pyrazole). Yield: 15.0%. As a reaction SMILES: [Br:1][C:2]1[CH:3]=[C:4]([C:7]2[CH:11]=[CH:10][NH:9][N:8]=2)[S:5][CH:6]=1.[H-].[Na+].[CH2:14](I)[CH3:15].O>CN(C)C=O.CC(OC)(C)C>[Br:1][C:2]1[CH:3]=[C:4]([C:7]2[CH:11]=[CH:10][N:9]([CH2:14][CH3:15])[N:8]=2)[S:5][CH:6]=1.[Br:1][C:2]1[CH:3]=[C:4]([C:7]2[N:8]([CH2:14][CH3:15])[N:9]=[CH:10][CH:11]=2)[S:5][CH:6]=1 |f:1.2|. Procedure details: 3-(4-Bromo-2-thienyl)-1H-pyrazole (10.0 mmol) was dissolved in 25 mL dry N,N-dimethylformamide and cooled to 0° C. under argon atmosphere. Sodium hydride (15.0 mmol, 60% dispersion in mineral oil) was added in portions at 0° C. The reaction mixture was allowed to warm to room temperature and was stirred at room temperature for 15 min. After cooling to 0° C. again, ethyl iodide (20.0 mmol) was added dropwise at 0° C. The reaction mixture was stirred at room temperature overnight. Water and MTBE w...